Dataset: the Open Reaction Database (ORD), a public repository of structured organic reaction records. Task: describe an organic reaction: reactants, conditions, products, and yield The reactants are ClCCCl, CC(C)(C)C(NC(=O)c1cc2ccccc2[nH]1)C(=O)N1CC2CC1CN2, ClCCl, On1nnc2ccccc21, O=C(O)c1cc2ccccc2[nH]1. The product is CC(C)(C)C(NC(=O)c1cc2ccccc2[nH]1)C(=O)N1CC2CC1CN2C(=O)c1cc2ccccc2[nH]1. As a reaction SMILES: [CH2:39]([Cl:40])[CH2:41][Cl:42].[CH:1]12[N:2]([C:8](=[O:9])[CH:10]([C:11]([CH3:12])([CH3:13])[CH3:14])[NH:15][C:16](=[O:17])[c:18]3[nH:19][c:20]4[cH:21][cH:22][cH:23][cH:24][c:25]4[cH:26]3)[CH2:3][CH:4]([NH:5][CH2:6]1)[CH2:7]2.[Cl:53][CH2:54][Cl:55].[OH:43][n:44]1[c:45]2[c:46]([cH:47][cH:48][cH:49][cH:50]2)[n:51][n:52]1.[nH:27]1[c:28]([C:36](=[O:37])[OH:38])[cH:29][c:30]2[cH:31][cH:32][cH:33][cH:34][c:35]12>>[CH:1]12[N:2]([C:8](=[O:9])[CH:10]([C:11]([CH3:12])([CH3:13])[CH3:14])[NH:15][C:16](=[O:17])[c:18]3[nH:19][c:20]4[cH:21][cH:22][cH:23][cH:24][c:25]4[cH:26]3)[CH2:3][CH:4]([N:5]([C:36]([c:28]3[nH:27][c:35]4[c:30]([cH:29]3)[cH:31][cH:32][cH:33][cH:34]4)=[O:37])[CH2:6]1)[CH2:7]2. Reactants: C(C)(C)(C)OC(=O)N1CCN(CC1)CC1=C(C=CC=2C(/C(/OC21)=C/C2=CNC1=CC(=CC=C21)C(=O)OC)=O)O (methyl (Z)-3-[(7-{[4-(tert-butoxycarbonyl)piperazin-1-yl]methyl}-6-hydroxy-3-oxobenzofuran-2(3H)-ylidene)methyl]-1H-indole-6-carboxylate), solution, Cl (hydrogen chloride). The solvent is C(Cl)Cl (methylene chloride), O1CCOCC1 (1,4-dioxane). Reaction conditions: time 2 hour. The product is OC1=C(C2=C(C(/C(/O2)=C/C2=CNC3=CC(=CC=C23)C(=O)OC)=O)C=C1)CN1CCNCC1 (methyl (Z)-3-{[6-hydroxy-3-oxo-7-(piperazin-1-ylmethyl)benzofuran-2(3H)-ylidene]methyl}-1H-indole-6-carboxylate). Isolated yield 43.6%. RXN SMILES: C(OC([N:8]1[CH2:13][CH2:12][N:11]([CH2:14][C:15]2[C:23]3[O:22]/[C:21](=[CH:24]\[C:25]4[C:33]5[C:28](=[CH:29][C:30]([C:34]([O:36][CH3:37])=[O:35])=[CH:31][CH:32]=5)[NH:27][CH:26]=4)/[C:20](=[O:38])[C:19]=3[CH:18]=[CH:17][C:16]=2[OH:39])[CH2:10][CH2:9]1)=O)(C)(C)C.Cl>C(Cl)Cl.O1CCOCC1>[OH:39][C:16]1[CH:17]=[CH:18][C:19]2[C:20](=[O:38])/[C:21](=[CH:24]/[C:25]3[C:33]4[C:28](=[CH:29][C:30]([C:34]([O:36][CH3:37])=[O:35])=[CH:31][CH:32]=4)[NH:27][CH:26]=3)/[O:22][C:23]=2[C:15]=1[CH2:14][N:11]1[CH2:12][CH2:13][NH:8][CH2:9][CH2:10]1. Reported procedure: A solution of methyl (Z)-3-[(7-{[4-(tert-butoxycarbonyl)piperazin-1-yl]methyl}-6-hydroxy-3-oxobenzofuran-2(3H)-ylidene)methyl]-1H-indole-6-carboxylate (0.020 g, 0.037 mmol) in methylene chloride (2.0 mL) was added with a 4 M solution of hydrogen chloride in 1,4-dioxane (2.0 mL), and then the mixture was stirred at room temperature for 2 hours. The solvent was evaporated under reduced pressure, then the residue was added with an excessive amount of triethylamine, and the mixture was azeotroped wi...